Dataset: the Open Reaction Database (ORD), a public repository of structured organic reaction records. Task: describe an organic reaction: reactants, conditions, products, and yield Starting materials: 7-chloro-1,5-dihydro-2,4-benzodioxepin 4'-methylene-5'-methyl-3,2'-[1,3]dioxepane, CC(CCO)C(CCl)O (3-methyl-5-chloro-1,4-pentanediol), ClC=1C=C(C(=CC1)CO)CO (4-chloro-o-xylylene glycol). Yields the product ClCC(CCCO)O (5-chloro-1,4-pentanediol), C=1(C(=CC=CC1)CO)CO (o-xylylene glycol). Reaction SMILES: C[CH:2]([CH:6]([OH:9])[CH2:7][Cl:8])[CH2:3][CH2:4][OH:5].Cl[C:11]1[CH:12]=[C:13]([CH2:19][OH:20])[C:14]([CH2:17][OH:18])=[CH:15][CH:16]=1>>[Cl:8][CH2:7][CH:6]([OH:9])[CH2:2][CH2:3][CH2:4][OH:5].[C:13]1([CH2:19][OH:20])[C:14]([CH2:17][OH:18])=[CH:15][CH:16]=[CH:11][CH:12]=1. Procedure details: Example 8 was repeated except for using 20.9 g (137 mmoles) of 3-methyl-5-chloro-1,4-pentanediol and 4.94 g (28.6 mmoles) of 4-chloro-o-xylylene glycol, instead of 19.0 g (137 mmoles) of 5-chloro-1,4-pentanediol and 3.95 g (28.6 mmoles) of o-xylylene glycol, respectively, to obtain spiro[7-chloro-1,5-dihydro-2,4-benzodioxepin-4'-methylene-5'-methyl-3,2'-[1,3]dioxepane]. The reactants are CCCCCC1CCC(C=CCCc2ccc(C#N)cc2)CC1, CC(C)C[AlH]CC(C)C, CCCCCC, ClCCl, O. Yields the product CCCCCC1CCC(C=CCCc2ccc(C=O)cc2)CC1. As a reaction SMILES: [CH2:1]([CH2:2][CH2:3][CH2:4][CH3:5])[CH:6]1[CH2:7][CH2:8][CH:9]([CH:12]=[CH:13][CH2:14][CH2:15][c:16]2[cH:17][cH:18][c:19]([C:20]#[N:21])[cH:22][cH:23]2)[CH2:10][CH2:11]1.[CH3:24][CH:25]([CH2:26][AlH:27][CH2:28][CH:29]([CH3:30])[CH3:31])[CH3:32].[CH3:37][CH2:38][CH2:39][CH2:40][CH2:41][CH3:42].[Cl:34][CH2:35][Cl:36].[OH2:33]>>[CH2:1]([CH2:2][CH2:3][CH2:4][CH3:5])[CH:6]1[CH2:7][CH2:8][CH:9]([CH:12]=[CH:13][CH2:14][CH2:15][c:16]2[cH:17][cH:18][c:19]([CH:20]=[O:33])[cH:22][cH:23]2)[CH2:10][CH2:11]1. The reactants are Cn1ccnc1Br, Cc1ccccc1, CCCC[Sn](CCCC)(CCCC)c1cc2nccc(Cl)c2s1, [Sn]. Product: Cn1ccnc1-c1cc2nccc(Cl)c2s1. RXN SMILES: [Br:25][c:26]1[n:27]([CH3:31])[cH:28][cH:29][n:30]1.[CH3:32][c:33]1[cH:34][cH:35][cH:36][cH:37][cH:38]1.[Cl:2][c:3]1[c:4]2[c:5]([n:6][cH:7][cH:8]1)[cH:9][c:10]([Sn:12]([CH2:13][CH2:14][CH2:15][CH3:16])([CH2:17][CH2:18][CH2:19][CH3:20])[CH2:21][CH2:22][CH2:23][CH3:24])[s:11]2.[Sn:1]>>[Cl:2][c:3]1[c:4]2[c:5]([n:6][cH:7][cH:8]1)[cH:9][c:10](-[c:26]1[n:27]([CH3:31])[cH:28][cH:29][n:30]1)[s:11]2. Reactants: ClCCl, CCN(C(C)C)C(C)C, O=C(Cl)OCc1ccccc1, NC1C(=O)NC1CCc1ccco1. Yields the product O=C(NC1C(=O)NC1CCc1ccco1)OCc1ccccc1. RXN SMILES: [CH2:34]([Cl:35])[Cl:36].[CH:25]([N:26]([CH:27]([CH3:28])[CH3:29])[CH2:30][CH3:31])([CH3:32])[CH3:33].[Cl:1][C:2](=[O:3])[O:4][CH2:5][c:6]1[cH:7][cH:8][cH:9][cH:10][cH:11]1.[NH2:12][CH:13]1[C:14](=[O:24])[NH:15][CH:16]1[CH2:17][CH2:18][c:19]1[o:20][cH:21][cH:22][cH:23]1>>[C:2](=[O:3])([O:4][CH2:5][c:6]1[cH:7][cH:8][cH:9][cH:10][cH:11]1)[NH:12][CH:13]1[C:14](=[O:24])[NH:15][CH:16]1[CH2:17][CH2:18][c:19]1[o:20][cH:21][cH:22][cH:23]1.